Dataset: the Open Reaction Database (ORD), a public repository of structured organic reaction records. Task: describe an organic reaction: reactants, conditions, products, and yield Starting materials: O.Cl.Cl.NC=1C=C(C=CC1)C1=C2C=CC(NC2=CC=N1)=O (5-(3-aminophenyl)-1,6-naphthyridin-2(1H)-one dihydrochloride monohydrate), CS(=O)(=O)Cl (methanesulfonyl chloride). The solvent is N1=CC=CC=C1 (pyridine). Reaction conditions: time 30 minute. Product: Cl.CS(=O)(=O)NC=1C=C(C=CC1)C1=C2C=CC(NC2=CC=N1)=O (5-(3-methanesulfonylaminophenyl)-1,6-naphthyridin-2(1H)-one monohydrochloride). Reaction SMILES: O.Cl.Cl.[NH2:4][C:5]1[CH:6]=[C:7]([C:11]2[N:20]=[CH:19][CH:18]=[C:17]3[C:12]=2[CH:13]=[CH:14][C:15](=[O:21])[NH:16]3)[CH:8]=[CH:9][CH:10]=1.[CH3:22][S:23]([Cl:26])(=[O:25])=[O:24]>N1C=CC=CC=1>[ClH:26].[CH3:22][S:23]([NH:4][C:5]1[CH:6]=[C:7]([C:11]2[N:20]=[CH:19][CH:18]=[C:17]3[C:12]=2[CH:13]=[CH:14][C:15](=[O:21])[NH:16]3)[CH:8]=[CH:9][CH:10]=1)(=[O:25])=[O:24] |f:0.1.2.3,6.7|. Procedure: To a mixture containing 6.57 g of 5-(3-aminophenyl)-1,6-naphthyridin-2(1H)-one dihydrochloride monohydrate and 64 ml of pyridine was added dropwise with stirring 2.9 ml of methanesulfonyl chloride and the reaction mixture was stirred for about 30 minutes. The reaction mixture was concentrated on a rotary evaporator and to the residual oily material was added water whereupon a solid separated and then dissolved. To the solution was added about 10 ml of acetic acid and the mixture allowed to stand... Starting materials: BrC1=C(C=CC=C1)CC(=O)O (2-bromophenylacetic acid), B (borane). The solvent is O1CCCC1 (tetrahydrofuran), O1CCCC1 (tetrahydrofuran). Conditions: time 1 hour. The product is BrC1=C(C=CC=C1)CCO (2-(2-bromophenyl)ethanol). The yield is 97.4%. RXN SMILES: [Br:1][C:2]1[CH:7]=[CH:6][CH:5]=[CH:4][C:3]=1[CH2:8][C:9](O)=[O:10].B>O1CCCC1>[Br:1][C:2]1[CH:7]=[CH:6][CH:5]=[CH:4][C:3]=1[CH2:8][CH2:9][OH:10]. Procedure details: To a cooled to 0° C. solution of 10.0 grams (0.0465 mole) of 2-bromophenylacetic acid in 75 milliliters of dry tetrahydrofuran was added dropwise over a one-half hour period, a solution of 0.070 mole of borane in tetrahydrofuran while the reaction mixture was maintained under a nitrogen atmosphere. After completion of the addition, stirring was continued for one hour at ambient temperature, then cooled and the reaction quenched by adding 100 milliliters of water dropwise to the cooled mixture. T... Starting materials: [OH-].[Na+] (sodium hydroxide), ClC1=C(C(=O)NC2=CC=C(C(=O)N3CCCCC4=C3C=CC=C4)C=C2)C=CC(=C1)N (1-[4-(2-chloro-4-aminobenzoylamino)benzoyl]-2,3,4,5-tetrahydro-1H-benzazepine), C(C)(=O)OC(C)=O (acetic anhydride), S(O)(O)(=O)=O (sulfuric acid). Solvent: C(C)(=O)O (acetic acid). Product: ClC1=C(C(=O)NC2=CC=C(C(=O)N3CCCCC4=C3C=CC=C4)C=C2)C=CC(=C1)NC(C)=O (1-[4-(2-chloro-4-acetylaminobenzoylamino)benzoyl]-2,3,4,5-tetrahydro-1H-benzazepine). RXN SMILES: [Cl:1][C:2]1[CH:29]=[C:28]([NH2:30])[CH:27]=[CH:26][C:3]=1[C:4]([NH:6][C:7]1[CH:25]=[CH:24][C:10]([C:11]([N:13]2[C:19]3[CH:20]=[CH:21][CH:22]=[CH:23][C:18]=3[CH2:17][CH2:16][CH2:15][CH2:14]2)=[O:12])=[CH:9][CH:8]=1)=[O:5].[C:31](OC(=O)C)(=[O:33])[CH3:32].S(=O)(=O)(O)O.[OH-].[Na+]>C(O)(=O)C>[Cl:1][C:2]1[CH:29]=[C:28]([NH:30][C:31](=[O:33])[CH3:32])[CH:27]=[CH:26][C:3]=1[C:4]([NH:6][C:7]1[CH:25]=[CH:24][C:10]([C:11]([N:13]2[C:19]3[CH:20]=[CH:21][CH:22]=[CH:23][C:18]=3[CH2:17][CH2:16][CH2:15][CH2:14]2)=[O:12])=[CH:9][CH:8]=1)=[O:5] |f:3.4|. Procedure details: A mixture of 1-[4-(2-chloro-4-aminobenzoylamino)benzoyl]-2,3,4,5-tetrahydro-1H-benzazepine (0.55 g), acetic anhydride (15 ml), acetic acid (5 ml) and a drop of sulfuric acid is stirred at room temperature for 1 hour. To the reaction mixture is added aqueous 2N aqueous sodium hydroxide solution and the mixture is extracted with chloroform. The extract is washed with saturated saline solution and dried over magnesium sulfate. The solvent is concentrated and the resulting residue is recrystallized ... Starting materials: CCOC(C)=O, COC(=O)c1cc(Cl)ccc1Oc1ccc([N+](=O)[O-])cn1. Yields the product COC(=O)c1cc(Cl)ccc1Oc1ccc(N)cn1. As a reaction SMILES: [CH3:22][CH2:23][O:24][C:25](=[O:26])[CH3:27].[Cl:1][c:2]1[cH:3][cH:4][c:5]([O:12][c:13]2[n:14][cH:15][c:16]([N+:19]([O-:20])=[O:21])[cH:17][cH:18]2)[c:6]([C:7](=[O:8])[O:9][CH3:10])[cH:11]1>>[Cl:1][c:2]1[cH:3][cH:4][c:5]([O:12][c:13]2[n:14][cH:15][c:16]([NH2:19])[cH:17][cH:18]2)[c:6]([C:7](=[O:8])[O:9][CH3:10])[cH:11]1. Reactants: CC(C(=O)O)c1ccc(-c2ccccc2)c(F)c1, CC(C)=O, C(=Cc1ccncc1)c1ccncc1. As a reaction SMILES: [CH3:1][CH:2]([C:3]([OH:4])=[O:5])[c:6]1[cH:7][cH:8][c:9](-[c:13]2[cH:14][cH:15][cH:16][cH:17][cH:18]2)[c:10]([F:11])[cH:12]1.[CH3:33][C:34](=[O:35])[CH3:36].[n:19]1[cH:20][cH:21][c:22]([CH:25]=[CH:26][c:27]2[cH:28][cH:29][n:30][cH:31][cH:32]2)[cH:23][cH:24]1>>[CH3:1][CH:2]([C:3](=[O:4])[OH:5])[c:6]1[cH:7][cH:8][c:9](-[c:13]2[cH:14][cH:15][cH:16][cH:17][cH:18]2)[c:10]([F:11])[cH:12]1.[n:19]1[cH:20][cH:21][c:22]([CH:25]=[CH:26][c:27]2[cH:28][cH:29][n:30][cH:31][cH:32]2)[cH:23][cH:24]1. The product is CC(C(=O)O)c1ccc(-c2ccccc2)c(F)c1, C(=Cc1ccncc1)c1ccncc1. Starting materials: Cl[O-].[Ca+2].Cl[O-] (calcium hypochlorite), FC(OC=1C=CC=C2C(CCOC12)=O)(F)F (8-Trifluoromethoxychroman-4-one). Solvent: O.C(C)(=O)O (water acetic acid), C(C)#N (acetonitrile), O (water). Conditions: time 8 hour. The product is ClC=1C=C2C(CCOC2=C(C1)OC(F)(F)F)=O (6-Chloro-8-trifluoromethoxychroman-4-one). Isolated yield 87.0%. As a reaction SMILES: [Cl:1][O-].[Ca+2].Cl[O-].[F:6][C:7]([F:21])([F:20])[O:8][C:9]1[CH:10]=[CH:11][CH:12]=[C:13]2[C:18]=1[O:17][CH2:16][CH2:15][C:14]2=[O:19]>O.C(O)(=O)C.C(#N)C.O>[Cl:1][C:11]1[CH:12]=[C:13]2[C:18](=[C:9]([O:8][C:7]([F:6])([F:20])[F:21])[CH:10]=1)[O:17][CH2:16][CH2:15][C:14]2=[O:19] |f:0.1.2,4.5|. Reported procedure: To a solution of calcium hypochlorite (15.4 g, 72.4 mmol) in water:acetic acid (65:5) was added a solution of 8-trifluoromethoxychroman-4-one (4.2 g, 18.1 mmol; from step (iv) above) in acetonitrile (20 mL), whereafter the reaction mixture was stirred overnight. The mixture was diluted with water and extracted with ether (3 times) and EtOAc (once). The combined organic layer was washed with water, dried (Na2SO4) and evaporated, yielding 4.2 g (87%) of the sub-tide compound. Starting materials: FC=1C(=CC2=C(NC(O2)=O)C1)[N+](=O)[O-] (5-fluoro-6-nitro-benzoxazol-2-one), C(CCCCCCCCCCC)S(=O)(=O)C(C(=O)Cl)CC (2-dodecylsulfonyl-butyryl chloride), C(=O)[O-].[K+] (potassium formate), NC1=CC2=C(NC(O2)=O)C=C1F (6-amino-5-fluoro-benzoxazol-2-one). The reagents and catalysts are [Pd] (Pd/C). Run in O (water), C(C)(C)O (isopropyl alcohol), O (water), C(C)(=O)OCCC (propyl acetate), O (water), C(C)(=O)OCCC (propyl acetate), C(C)(=O)OCCC (propyl acetate). Conditions: time 4 hour. Yields the product C(CCCCCCCCCCC)S(=O)(=O)C(C(=O)NC1=CC2=C(NC(O2)=O)C=C1F)CC (6-(2-dodecylsulfonylbutyryl)amino-5-fluoro-benzoxazol-2-one). The yield is 79.1%. Reaction SMILES: [F:1][C:2]1[C:3]([N+:12]([O-])=O)=[CH:4][C:5]2[O:9][C:8](=[O:10])[NH:7][C:6]=2[CH:11]=1.C([O-])=O.[K+].NC1C(F)=CC2NC(=O)OC=2C=1.[CH2:31]([S:43]([CH:46]([CH2:50][CH3:51])[C:47](Cl)=[O:48])(=[O:45])=[O:44])[CH2:32][CH2:33][CH2:34][CH2:35][CH2:36][CH2:37][CH2:38][CH2:39][CH2:40][CH2:41][CH3:42]>O.C(OCCC)(=O)C.[Pd].C(O)(C)C>[CH2:31]([S:43]([CH:46]([CH2:50][CH3:51])[C:47]([NH:12][C:3]1[C:2]([F:1])=[CH:11][C:6]2[NH:7][C:8](=[O:10])[O:9][C:5]=2[CH:4]=1)=[O:48])(=[O:45])=[O:44])[CH2:32][CH2:33][CH2:34][CH2:35][CH2:36][CH2:37][CH2:38][CH2:39][CH2:40][CH2:41][CH3:42] |f:1.2|. Procedure details: In a 250-ml flask, place 9.9 g (0.05 m) of 5-fluoro-6-nitro-benzoxazol-2-one (2a), 40 ml of isopropyl alcohol and 20 ml of propyl acetate, and 0.4 g 5% Pd/C with 1.5 ml of water. Add 16.8 g (0.2 m) of potassium formate in 20 ml of water, and stir the mixture vigorously at 55°-60° C. for 4 hrs. Keep strictly inert nitrogen atmosphere throughout the reaction. Take a TLC to confirm completeness of reaction. Cool the reaction mixture containing 6-amino-5-fluoro-benzoxazol-2-one (3a, X=F) to 40° C. u... Reactants: S1C=C(C=C1)B(O)O (thiophene-3-boronic acid), C(=O)([O-])[O-].[Na+].[Na+] (Na2CO3), BrC1=CC=C2C(=CN(C2=C1)C)C=1C(NC(C1C1=CN(C2=CC=CC=C12)C)=O)=O (3-(6-bromo-1-methyl-1H-indol-3-yl)-4-(1-methyl-1H-indol-3-yl)pyrrole-2,5-dione). Reagents/catalysts: C=1C=CC(=CC1)[P](C=2C=CC=CC2)(C=3C=CC=CC3)[Pd]([P](C=4C=CC=CC4)(C=5C=CC=CC5)C=6C=CC=CC6)([P](C=7C=CC=CC7)(C=8C=CC=CC8)C=9C=CC=CC9)[P](C=1C=CC=CC1)(C=1C=CC=CC1)C=1C=CC=CC1 (tetrakis(triphenylphosphine)palladium), C=1C=CC(=CC1)[P](C=2C=CC=CC2)(C=3C=CC=CC3)[Pd]([P](C=4C=CC=CC4)(C=5C=CC=CC5)C=6C=CC=CC6)([P](C=7C=CC=CC7)(C=8C=CC=CC8)C=9C=CC=CC9)[P](C=1C=CC=CC1)(C=1C=CC=CC1)C=1C=CC=CC1 (tetrakis(triphenylphosphine)palladium). The solvent is O1CCOCC1 (dioxane). Run at time 24 hour. Product: CN1C=C(C2=CC=CC=C12)C=1C(NC(C1C1=CN(C2=CC(=CC=C12)C1=CSC=C1)C)=O)=O (3-(1-methyl-1H-indol-3-yl)-4-(1-methyl-6-thiophen-3-yl-1H-indol-3-yl)pyrrole-2,5-dione). Yield: 72.3%. RXN SMILES: Br[C:2]1[CH:10]=[C:9]2[C:5]([C:6]([C:12]3[C:13](=[O:28])[NH:14][C:15](=[O:27])[C:16]=3[C:17]3[C:25]4[C:20](=[CH:21][CH:22]=[CH:23][CH:24]=4)[N:19]([CH3:26])[CH:18]=3)=[CH:7][N:8]2[CH3:11])=[CH:4][CH:3]=1.[S:29]1[CH:33]=[CH:32][C:31](B(O)O)=[CH:30]1.C([O-])([O-])=O.[Na+].[Na+]>O1CCOCC1.C1C=CC([P]([Pd]([P](C2C=CC=CC=2)(C2C=CC=CC=2)C2C=CC=CC=2)([P](C2C=CC=CC=2)(C2C=CC=CC=2)C2C=CC=CC=2)[P](C2C=CC=CC=2)(C2C=CC=CC=2)C2C=CC=CC=2)(C2C=CC=CC=2)C2C=CC=CC=2)=CC=1>[CH3:26][N:19]1[C:20]2[C:25](=[CH:24][CH:23]=[CH:22][CH:21]=2)[C:17]([C:16]2[C:15](=[O:27])[NH:14][C:13](=[O:28])[C:12]=2[C:6]2[C:5]3[C:9](=[CH:10][C:2]([C:31]4[CH:32]=[CH:33][S:29][CH:30]=4)=[CH:3][CH:4]=3)[N:8]([CH3:11])[CH:7]=2)=[CH:18]1 |f:2.3.4,^1:52,54,73,92|. Procedure details: Argon was bubbled through a solution of 3-(6-bromo-1-methyl-1H-indol-3-yl)-4-(1-methyl-1H-indol-3-yl)pyrrole-2,5-dione (160 mg, 0.37 mmol) in dioxane (15 mL) for 10 min. Tetrakis(triphenylphosphine)palladium (0) (8.5 mg, 0.007 mmol) and thiophene-3-boronic acid (52 mg, 0.41 mmol) and aqueous Na2CO3 (0.37 mL, 2M) were added. The mixture was refluxed for 2 h and more tetrakis(triphenylphosphine)palladium (0) (20 mg, 0.01 mmol) was added. Refluxing was continued for 24 h. The mixture was cooled and...